This data is from the Open Reaction Database (ORD), a public repository of structured organic reaction records. The task is: describe an organic reaction: reactants, conditions, products, and yield Starting materials: BrCc1ccccc1, O=C([O-])[O-], CCOC(C)=O, CN(C)C=O, [Cl-], [K+], [K+], [NH4+], O, CC(=O)c1ccc(O)cc1C. Yields the product CC(=O)c1ccc(OCc2ccccc2)cc1C. As a reaction SMILES: [Br:18][CH2:19][c:20]1[cH:21][cH:22][cH:23][cH:24][cH:25]1.[C:12](=[O:13])([O-:14])[O-:15].[CH3:28][CH2:29][O:30][C:31](=[O:32])[CH3:33].[CH3:35][N:36]([CH3:37])[CH:38]=[O:39].[Cl-:26].[K+:16].[K+:17].[NH4+:27].[OH2:34].[OH:1][c:2]1[cH:3][c:4]([CH3:11])[c:5]([C:8]([CH3:9])=[O:10])[cH:6][cH:7]1>>[O:1]([c:2]1[cH:3][c:4]([CH3:11])[c:5]([C:8]([CH3:9])=[O:10])[cH:6][cH:7]1)[CH2:19][c:20]1[cH:21][cH:22][cH:23][cH:24][cH:25]1. Starting materials: C(C)C1=NC(=NC=C1NCC(=O)OCC)C1=CC(=C(C=C1)OCC1=CC=CC=C1)C12CC3CC(CC(C1)C3)C2 (ethyl 2-[3-(1-adamantyl)-4-benzyloxyphenyl]-5-(carbethoxymethylamino)pyrimidine), B(Br)(Br)Br (BBr3). The solvent is C(Cl)Cl (CH2Cl2), C(Cl)Cl (CH2Cl2). The product is C12(CC3CC(CC(C1)C3)C2)C=2C=C(C=CC2O)C2=NC=C(C=N2)NCC(=O)OCC (2-[3-(1-adamantyl)-4-hydroxyphenyl]-5-(carbethoxymethylamino)pyrimidine). Yield: 102.1%. Reaction SMILES: C([C:3]1[C:8]([NH:9][CH2:10][C:11]([O:13][CH2:14][CH3:15])=[O:12])=[CH:7][N:6]=[C:5]([C:16]2[CH:21]=[CH:20][C:19]([O:22]CC3C=CC=CC=3)=[C:18]([C:30]34[CH2:39][CH:34]5[CH2:35][CH:36]([CH2:38][CH:32]([CH2:33]5)[CH2:31]3)[CH2:37]4)[CH:17]=2)[N:4]=1)C.B(Br)(Br)Br>C(Cl)Cl>[C:30]12([C:18]3[CH:17]=[C:16]([C:5]4[N:6]=[CH:7][C:8]([NH:9][CH2:10][C:11]([O:13][CH2:14][CH3:15])=[O:12])=[CH:3][N:4]=4)[CH:21]=[CH:20][C:19]=3[OH:22])[CH2:37][CH:36]3[CH2:38][CH:32]([CH2:33][CH:34]([CH2:35]3)[CH2:39]1)[CH2:31]2. Procedure: A solution of ethyl 2-[3-(1-adamantyl)-4-benzyloxyphenyl]-5-(carbethoxymethylamino)pyrimidine (51 mg, 0.10 mmol), 1.0 M BBr3 (0.56 mmol) in CH2Cl2 (0.6 mL) and CH2Cl2 (1.4 mL) was stirred at −78° C. under argon for 2 h, quenched with H2O (10 mL) and extracted with EtOAc (100 mL). The extract was washed (water and brine) and dried. After solvent removal at reduced pressure, the residue was chromatographed (1:4 EtOAc/hexane) to give 41.6 mg (99%) of 2-[3-(1-adamantyl)-4-hydroxyphenyl]-5-(carbethox...